Dataset: the Open Reaction Database (ORD), a public repository of structured organic reaction records. Task: describe an organic reaction: reactants, conditions, products, and yield The reactants are N[C@@H](C(=O)NC1C(N(C2=C(C=CC=C2C1)N1C(CCC1)=O)CC1=CSC=C1)=O)CC(C)C ((2R)-2-amino-4-methyl-N-[2-oxo-8-(2-oxopyrrolidin-1-yl)-1-(thiophen-3-ylmethyl)-1,2,3,4-tetrahydroquinolin-3-yl]pentanamide), C(C)(C)(C)OC(=O)N[C@](C(=O)O)(CC)C ((S)-2-(tert-butoxycarbonylamino)-2-methylbutanoic acid). The product is C[C@@](C(=O)N[C@@H](C(NC1C(N(C2=C(C=CC=C2C1)N1C(CCC1)=O)CC1=CSC=C1)=O)=O)CC(C)C)(CC)NC(OC(C)(C)C)=O (tert-butyl (2S)-2-methyl-1-[(2R)-4-methyl-1-oxo-1-[2-oxo-8-(2-oxopyrrolidin-1-yl)-1-(thiophen-3-ylmethyl)-1,2,3,4-tetrahydroquinolin-3-ylamino]pentan-2-ylamino]-1-oxobutan-2-ylcarbamate). The yield is 102.1%. RXN SMILES: [NH2:1][C@H:2]([CH2:29][CH:30]([CH3:32])[CH3:31])[C:3]([NH:5][CH:6]1[CH2:15][C:14]2[C:9](=[C:10]([N:16]3[CH2:20][CH2:19][CH2:18][C:17]3=[O:21])[CH:11]=[CH:12][CH:13]=2)[N:8]([CH2:22][C:23]2[CH:27]=[CH:26][S:25][CH:24]=2)[C:7]1=[O:28])=[O:4].[C:33]([O:37][C:38]([NH:40][C@@:41]([CH3:47])([CH2:45][CH3:46])[C:42](O)=[O:43])=[O:39])([CH3:36])([CH3:35])[CH3:34]>>[CH3:47][C@:41]([NH:40][C:38](=[O:39])[O:37][C:33]([CH3:36])([CH3:35])[CH3:34])([CH2:45][CH3:46])[C:42]([NH:1][C@H:2]([CH2:29][CH:30]([CH3:32])[CH3:31])[C:3](=[O:4])[NH:5][CH:6]1[CH2:15][C:14]2[C:9](=[C:10]([N:16]3[CH2:20][CH2:19][CH2:18][C:17]3=[O:21])[CH:11]=[CH:12][CH:13]=2)[N:8]([CH2:22][C:23]2[CH:27]=[CH:26][S:25][CH:24]=2)[C:7]1=[O:28])=[O:43]. Reported procedure: The procedure of Example 14(a) was repeated, except that (2R)-2-amino-4-methyl-N-[2-oxo-8-(2-oxopyrrolidin-1-yl)-1-(thiophen-3-ylmethyl)-1,2,3,4-tetrahydroquinolin-3-yl]pentanamide (600 mg) and (S)-2-(tert-butoxycarbonylamino)-2-methylbutanoic acid (320 mg) were used, whereby tert-butyl (2S)-2-methyl-1-[(2R)-4-methyl-1-oxo-1-[2-oxo-8-(2-oxopyrrolidin-1-yl)-1-(thiophen-3-ylmethyl)-1,2,3,4-tetrahydroquinolin-3-ylamino]pentan-2-ylamino]-1-oxobutan-2-ylcarbamate (881 mg) was yielded. Subsequently, t... Starting materials: NC=1SC=C(C1C(C1=C(C=CC=C1)F)=O)C (2-amino-3-(o-fluorobenzoyl)-4-methylthiophene), C(N)(OCC)=O (ethyl carbamate). The reagents and catalysts are [Cl-].[Zn+2].[Cl-] (zinc chloride). Conditions: temperature 200 celsius. Yields the product FC1=C(C=CC=C1)C=1C2=C(NC(N1)=O)SC=C2C (4-(o-fluorophenyl)-5-methyl-1,2-dihydrothieno[2,3-d]pyrimidin-2-one). RXN SMILES: [NH2:1][C:2]1[S:3][CH:4]=[C:5]([CH3:16])[C:6]=1[C:7](=O)[C:8]1[CH:13]=[CH:12][CH:11]=[CH:10][C:9]=1[F:14].[C:17](=O)([O:19]CC)[NH2:18]>[Cl-].[Zn+2].[Cl-]>[F:14][C:9]1[CH:10]=[CH:11][CH:12]=[CH:13][C:8]=1[C:7]1[C:6]2[C:5]([CH3:16])=[CH:4][S:3][C:2]=2[NH:1][C:17](=[O:19])[N:18]=1 |f:2.3.4|. Reported procedure: A mixture of 18.5 g of 2-amino-3-(o-fluorobenzoyl)-4-methylthiophene, 26.6 g of ethyl carbamate and 1.61 g of zinc chloride is heated at 200°C for 30 minutes. After cooling, the reaction mixture is washed with chloroform, then with water, and filtered to give crude crystals of 4-(o-fluorophenyl)-5-methyl-1,2-dihydrothieno[2,3-d]pyrimidin-2-one having a melting point of 258° - 261°C. Reactants: OCCN(C(OC(C)(C)C)=O)CCN1C2=C(SCC1)C=C(C=C2)[N+](=O)[O-] (tert-butyl 2-hydroxyethyl(2-(7-nitro-2H-benzo[b][1,4]thiazin-4(3H)-yl)ethyl)carbamate), N (NH3), I.S1C(=CC=C1)C(=N)SC (methyl thiophene-2-carbimidothioate hydroiodide), CO.C(Cl)Cl (MeOH CH2Cl2). The reagents and catalysts are [Pd] (palladium on activated carbon). Run in C(Cl)Cl (CH2Cl2), CO (MeOH). Product: OCCN(C(OC(C)(C)C)=O)CCN1C2=C(SCC1)C=C(C=C2)NC(=N)C=2SC=CC2 (tert-Butyl 2-hydroxyethyl(2-(7-(thiophene-2-carboximidamido)-2H-benzo[b][1,4]thiazin-4(3H)-yl)ethyl)carbamate). The yield is 52.7%. RXN SMILES: [OH:1][CH2:2][CH2:3][N:4]([CH2:12][CH2:13][N:14]1[CH2:19][CH2:18][S:17][C:16]2[CH:20]=[C:21]([N+:24]([O-])=O)[CH:22]=[CH:23][C:15]1=2)[C:5](=[O:11])[O:6][C:7]([CH3:10])([CH3:9])[CH3:8].I.[S:28]1[CH:32]=[CH:31][CH:30]=[C:29]1[C:33](SC)=[NH:34].CO.C(Cl)Cl.N>[Pd].CO.C(Cl)Cl>[OH:1][CH2:2][CH2:3][N:4]([CH2:12][CH2:13][N:14]1[CH2:19][CH2:18][S:17][C:16]2[CH:20]=[C:21]([NH:24][C:33]([C:29]3[S:28][CH:32]=[CH:31][CH:30]=3)=[NH:34])[CH:22]=[CH:23][C:15]1=2)[C:5](=[O:11])[O:6][C:7]([CH3:10])([CH3:9])[CH3:8] |f:1.2,3.4|. Procedure: A round bottom flask containing tert-butyl 2-hydroxyethyl(2-(7-nitro-2H-benzo[b][1,4]thiazin-4(3H)-yl)ethyl)carbamate (220 mg, 0.574 mmol) under argon was charged with palladium on activated carbon (10% wt; 61.0 mg, 0.057 mmol). The mixture was purged with argon prior to the addition of EtOH (20 mL). The resulting suspension was evacuated using a pump, and hydrogen was let into the system via a balloon. The mixture was stirred under a balloon filled with hydrogen for 3 hours. The hydrogen balloo... The reactants are C(=C(F)Cl)(F)F (12 f), COC=1C=CC2=C(C(=CC3=C(O2)C=CC=C3)C(=O)O)C1 (8-methoxy-dibenz[b,f]oxepine-10-carboxylic acid). Solvent: C(C)(=O)OCC.CCCCCC (ethyl acetate hexane). Product: COC=1C=CC2=C(C(=CC3=C(O2)C=CC=C3)CO)C1 ((8-Methoxy-dibenz[b,f]oxepin-10-yl)methanol). Isolated yield 96.0%. As a reaction SMILES: C(F)(F)=C(Cl)F.[CH3:7][O:8][C:9]1[CH:10]=[CH:11][C:12]2[O:18][C:17]3[CH:19]=[CH:20][CH:21]=[CH:22][C:16]=3[CH:15]=[C:14]([C:23](O)=[O:24])[C:13]=2[CH:26]=1>C(OCC)(=O)C.CCCCCC>[CH3:7][O:8][C:9]1[CH:10]=[CH:11][C:12]2[O:18][C:17]3[CH:19]=[CH:20][CH:21]=[CH:22][C:16]=3[CH:15]=[C:14]([CH2:23][OH:24])[C:13]=2[CH:26]=1 |f:2.3|. Reported procedure: Preparation analogous to Example 12 f) from 8-methoxy-dibenz[b,f]oxepine-10-carboxylic acid. Yield: 96% in the form of a brown oil; TLC (silica gel; ethyl acetate/hexane=1:1; UV): Rf =0.31; 1H-NMR (CDCl3, 300 MHz): 1.80 (sbr, 1H); 3.78 (s, 3H); 4.69 (s, 2H); 6.82-7.33 (m, 8H); MS: 254 (M+), 211, 182, 181 168, 165. 153, 152. Starting materials: CC12CCC3C(CC=C4CC(O)CCC43C)C1CCC2=O, ClCc1ccccc1, [H-], [Na+]. The product is CC12CCC3C(CC=C4CC(OCc5ccccc5)CCC43C)C1CCC2=O. RXN SMILES: [CH:1]12[CH2:2][CH:3]=[C:4]3[CH2:5][CH:6]([OH:7])[CH2:8][CH2:9][C:10]3([CH3:11])[CH:12]1[CH2:13][CH2:14][C:15]1([CH3:16])[C:17](=[O:18])[CH2:19][CH2:20][CH:21]21.[Cl:24][CH2:25][c:26]1[cH:27][cH:28][cH:29][cH:30][cH:31]1.[H-:22].[Na+:23]>>[CH:1]12[CH2:2][CH:3]=[C:4]3[CH2:5][CH:6]([O:7][CH2:25][c:26]4[cH:27][cH:28][cH:29][cH:30][cH:31]4)[CH2:8][CH2:9][C:10]3([CH3:11])[CH:12]1[CH2:13][CH2:14][C:15]1([CH3:16])[C:17](=[O:18])[CH2:19][CH2:20][CH:21]21. The reactants are CC(C)(C)OC(=O)NCCCC(=O)O, CCNC(=O)CCCNC(=O)OC(C)(C)C, CO, Cl, CN(C)C=O. The product is CCNC(=O)CCCNC(=O)CCCNC(=O)OC(C)(C)C. Reaction SMILES: [C:18](=[O:19])([O:20][C:21]([CH3:22])([CH3:23])[CH3:24])[NH:25][CH2:26][CH2:27][CH2:28][C:29](=[O:30])[OH:31].[C:2]([O:3][C:4](=[O:5])[NH:8][CH2:9][CH2:10][CH2:11][C:12]([NH:13][CH2:14][CH3:15])=[O:16])([CH3:6])([CH3:7])[CH3:17].[CH3:32][OH:33].[ClH:1].[O:34]=[CH:35][N:36]([CH3:37])[CH3:38]>>[NH:8]([CH2:9][CH2:10][CH2:11][C:12]([NH:13][CH2:14][CH3:15])=[O:16])[C:29]([CH2:28][CH2:27][CH2:26][NH:25][C:18](=[O:19])[O:20][C:21]([CH3:22])([CH3:23])[CH3:24])=[O:31].